Dataset: the Open Reaction Database (ORD), a public repository of structured organic reaction records. Task: describe an organic reaction: reactants, conditions, products, and yield Reactants: BrC1=CC=C(C=C1)[C@@H](CC(=O)C=1C=CC(NC1)=O)C1=C(C=CC=C1)C (5-[(R)-3-(4-bromo-phenyl)-3-o-tolyl-propionyl]-1H-pyridin-2-one), IC (iodomethane), C([O-])([O-])=O.[K+].[K+] (potassium carbonate). Product: BrC1=CC=C(C=C1)[C@@H](CC(=O)C=1C=CC(N(C1)C)=O)C1=C(C=CC=C1)C (5-[(R)-3-(4-Bromo-phenyl)-3-o-tolyl-propionyl]-1-methyl-1H-pyridin-2-one). As a reaction SMILES: [Br:1][C:2]1[CH:7]=[CH:6][C:5]([C@H:8]([C:19]2[CH:24]=[CH:23][CH:22]=[CH:21][C:20]=2[CH3:25])[CH2:9][C:10]([C:12]2[CH:13]=[CH:14][C:15](=[O:18])[NH:16][CH:17]=2)=[O:11])=[CH:4][CH:3]=1.IC.[C:28](=O)([O-])[O-].[K+].[K+]>>[Br:1][C:2]1[CH:3]=[CH:4][C:5]([C@H:8]([C:19]2[CH:24]=[CH:23][CH:22]=[CH:21][C:20]=2[CH3:25])[CH2:9][C:10]([C:12]2[CH:13]=[CH:14][C:15](=[O:18])[N:16]([CH3:28])[CH:17]=2)=[O:11])=[CH:6][CH:7]=1 |f:2.3.4|. Procedure details: In analogy to example 161, step 1, 5-[(R)-3-(4-bromo-phenyl)-3-o-tolyl-propionyl]-1H-pyridin-2-one was reacted with iodomethane in the presence of potassium carbonate to give the title compound as a colorless solid, MS (ESI+): m/z=410.2 [M+H]+.